From a dataset of the Open Reaction Database (ORD), a public repository of structured organic reaction records. describe an organic reaction: reactants, conditions, products, and yield Reactants: CC#N, O=C1CCC(=O)N1Cl, Nc1ccc(C(F)(C(F)(F)F)C(F)(F)C(F)(F)F)cc1. Product: Nc1ccc(C(F)(C(F)(F)F)C(F)(F)C(F)(F)F)cc1Cl. As a reaction SMILES: [CH3:29][C:30]#[N:31].[Cl:21][N:22]1[C:23](=[O:24])[CH2:25][CH2:26][C:27]1=[O:28].[F:1][C:2]([C:3]([C:4]([F:5])([F:6])[F:7])([F:8])[F:9])([C:10]([F:11])([F:12])[F:13])[c:14]1[cH:15][cH:16][c:17]([NH2:20])[cH:18][cH:19]1>>[F:1][C:2]([C:3]([C:4]([F:5])([F:6])[F:7])([F:8])[F:9])([C:10]([F:11])([F:12])[F:13])[c:14]1[cH:15][c:16]([Cl:21])[c:17]([NH2:20])[cH:18][cH:19]1. Starting materials: COC(CNC=1C2=C(NC3=C(N1)C=C(C=C3)C(F)(F)F)C=CC=C2)OC (8-trifluoromethyl-[(5H-dibenzo[b,e][1,4]diazepin-11-yl)amino]acetaldehyde dimethyl acetal), S(O)(O)(=O)=O (sulfuric acid). Yields the product FC(C1=CC2=C(NC3=C(C=4N2C=CN4)C=CC=C3)C=C1)(F)F (6-trifluoromethyl-9H-dibenzo[b,f]imidazo-[1,2-d][1,4]diazepine). RXN SMILES: CO[CH:3](OC)[CH2:4][NH:5][C:6]1[C:7]2[CH:24]=[CH:23][CH:22]=[CH:21][C:8]=2[NH:9][C:10]2[CH:16]=[CH:15][C:14]([C:17]([F:20])([F:19])[F:18])=[CH:13][C:11]=2[N:12]=1.S(=O)(=O)(O)O>>[F:18][C:17]([F:20])([F:19])[C:14]1[CH:15]=[CH:16][C:10]2[NH:9][C:8]3[CH:21]=[CH:22][CH:23]=[CH:24][C:7]=3[C:6]3[N:12]([CH:3]=[CH:4][N:5]=3)[C:11]=2[CH:13]=1. Procedure: In the manner given in Example 5, 8-trifluoromethyl-[(5H-dibenzo[b,e][1,4]diazepin-11-yl)amino]acetaldehyde dimethyl acetal is treated with concentrated sulfuric acid to give 6-trifluoromethyl-9H-dibenzo[b,f]imidazo-[1,2-d][1,4]diazepine. The product is OCC(c1ccc(Cl)cc1)C1CC1. RXN SMILES: [BH3:20].[Cl:1][c:2]1[cH:3][cH:4][c:5]([CH:8]([C:9](=[O:10])[OH:11])[CH:12]2[CH2:13][CH2:14]2)[cH:6][cH:7]1.[O:15]1[CH2:16][CH2:17][CH2:18][CH2:19]1.[O:21]1[CH2:22][CH2:23][CH2:24][CH2:25]1>>[Cl:1][c:2]1[cH:3][cH:4][c:5]([CH:8]([CH2:9][OH:10])[CH:12]2[CH2:13][CH2:14]2)[cH:6][cH:7]1. Reactants: B, O=C(O)C(c1ccc(Cl)cc1)C1CC1, C1CCOC1, C1CCOC1. Reactants: O=C[C@@H](C)NC(OC(C)(C)C)=O ((R)-tert-butyl 1-oxopropan-2-ylcarbamate), Cl.NO (hydroxylamine hydrochloride), N1=CC=CC=C1 (pyridine). Solvent: CO (MeOH). Run at time 8 hour. Yields the product ON=C[C@@H](C)NC(OC(C)(C)C)=O ((R)-tert-butyl 1-(hydroxyimino)propan-2-ylcarbamate). The yield is 157.4%. Reaction SMILES: O=[CH:2][C@H:3]([NH:5][C:6](=[O:12])[O:7][C:8]([CH3:11])([CH3:10])[CH3:9])[CH3:4].Cl.[NH2:14][OH:15].N1C=CC=CC=1>CO>[OH:15][N:14]=[CH:2][C@H:3]([NH:5][C:6](=[O:12])[O:7][C:8]([CH3:11])([CH3:10])[CH3:9])[CH3:4] |f:1.2|. Procedure details: A mixture of (R)-tert-butyl 1-oxopropan-2-ylcarbamate (28.0 g, 81.0 mmol), hydroxylamine hydrochloride (11.2 g, 81.0 mmol), pyridine (60 mL), MeOH (100 mL) was stirred at rt overnight. The solvent was then evaporated. To the residue was added water (100 mL) and the mixture was extracted with DCM (3×200 mL). The combined organic phases were dried (Na2SO4) and concentrated. The crude residue was purified by flash column chromatography (petroleum ether: EtOAc, 4:1) to give (R)-tert-butyl 1-(hydroxy... Reactants: C(#C)C1(CCC(CC1)C1CCC(CC1)CCC)O (4-ethynyl-4′-propylbicyclohexyl-4-ol), IC (iodomethane), solution, C(CCC)[Li] (butyllithium). Run in C1CCOC1 (THF), CS(=O)C (dimethyl sulfoxide), CCCCCC (hexane). Run at time 8 hour. The product is C(#C)C1(CCC(CC1)C1CCC(CC1)CCC)OC (4-ethynyl-4-methoxy-4′-propylbicyclohexyl). As a reaction SMILES: [CH2:1]([Li])CCC.[C:6]([C:8]1([OH:23])[CH2:13][CH2:12][CH:11]([CH:14]2[CH2:19][CH2:18][CH:17]([CH2:20][CH2:21][CH3:22])[CH2:16][CH2:15]2)[CH2:10][CH2:9]1)#[CH:7].IC>CCCCCC.C1COCC1.CS(C)=O>[C:6]([C:8]1([O:23][CH3:1])[CH2:13][CH2:12][CH:11]([CH:14]2[CH2:19][CH2:18][CH:17]([CH2:20][CH2:21][CH3:22])[CH2:16][CH2:15]2)[CH2:10][CH2:9]1)#[CH:7]. Procedure: 28.85 ml of a 15% solution of butyllithium in hexane are added dropwise to a solution, cooled to −30° C., of 13.0 g of 4-ethynyl-4′-propylbicyclohexyl-4-ol in 24 ml of THF. A solution of 4.67 ml of iodomethane in 36 ml of dimethyl sulfoxide is subsequently added dropwise to the reaction mixture at −5° C. The mixture is stirred at RT overnight and subjected to conventional work-up, giving 4-ethynyl-4-methoxy-4′-propylbicyclohexyl (C 45 I, Δε−3.72, Δn−0.022). The reactants are [Br-], C[Mg+], CCOCC, [Cl-], N#CC1CC1C(=O)c1ccc(Cl)cc1, [NH4+]. Yields the product CC(O)(c1ccc(Cl)cc1)C1CC1C#N. RXN SMILES: [Br-:15].[CH3:16][Mg+:17].[CH3:20][CH2:21][O:22][CH2:23][CH3:24].[Cl-:18].[Cl:1][c:2]1[cH:3][cH:4][c:5]([C:8](=[O:9])[CH:10]2[CH:11]([C:13]#[N:14])[CH2:12]2)[cH:6][cH:7]1.[NH4+:19]>>[Cl:1][c:2]1[cH:3][cH:4][c:5]([C:8]([OH:9])([CH:10]2[CH:11]([C:13]#[N:14])[CH2:12]2)[CH3:16])[cH:6][cH:7]1. Reactants: C(C)(C)(C)OC(=O)N1[C@@H](C[C@](C1)(COS(=O)(=O)C)O)C(NCC1=C(C(=CC=C1)Cl)F)=O ((2S,4S)-2-(3-chloro-2-fluoro-benzylcarbamoyl)-4-hydroxy-4-methanesulfonyloxy methyl-pyrrolidine-1-carboxylic acid tert-butyl ester), N1CCOCC1 (morpholine). Solvent: CCOC(=O)C (EtOAc), CN(C)C=O (DMF). Run at temperature 80 celsius, time 16 hour. Product: C(C)(C)(C)OC(=O)N1[C@@H](C[C@](C1)(CN1CCOCC1)O)C(NCC1=C(C(=CC=C1)Cl)F)=O ((2S,4R)-2-(3-Chloro-2-fluoro-benzylcarbamoyl)-4-hydroxy-4-morpholin-4-ylmethyl-pyrrolidine-1-carboxylic acid tert-butyl ester). RXN SMILES: [C:1]([O:5][C:6]([N:8]1[CH2:12][C@:11]([OH:19])([CH2:13]OS(C)(=O)=O)[CH2:10][C@H:9]1[C:20](=[O:31])[NH:21][CH2:22][C:23]1[CH:28]=[CH:27][CH:26]=[C:25]([Cl:29])[C:24]=1[F:30])=[O:7])([CH3:4])([CH3:3])[CH3:2].[NH:32]1[CH2:37][CH2:36][O:35][CH2:34][CH2:33]1>CN(C=O)C.CCOC(C)=O>[C:1]([O:5][C:6]([N:8]1[CH2:12][C@:11]([OH:19])([CH2:13][N:32]2[CH2:37][CH2:36][O:35][CH2:34][CH2:33]2)[CH2:10][C@H:9]1[C:20](=[O:31])[NH:21][CH2:22][C:23]1[CH:28]=[CH:27][CH:26]=[C:25]([Cl:29])[C:24]=1[F:30])=[O:7])([CH3:2])([CH3:3])[CH3:4]. Procedure: To a solution of (2S,4S)-2-(3-chloro-2-fluoro-benzylcarbamoyl)-4-hydroxy-4-methanesulfonyloxy methyl-pyrrolidine-1-carboxylic acid tert-butyl ester (200 mg, 0.416 mmol) (prepared as described Scheme B13) in DMF (10 mL) was added morpholine (181 mL, 2.079 mmol) and the solution was stirred for 16 h at 80° C. The reaction mixture was diluted with EtOAc, washed with a saturated aqueous solution of NaHCO3 (3 times). The organic layers were dried (Na2SO4), filtered and concentrated. The crude materia... The reactants are C1(CC1)COC1=C(C=C(C=C1OC)C=1OC2=C(C=NC(=C2)OC[C@H](C)NC(OC(C)(C)C)=O)N1)F (tert-butyl ((2S)-1-((2-(4-(cyclopropylmethoxy)-3-fluoro-5-methoxyphenyl) [1,3]oxazolo[4,5-c]pyridin-6-yl)oxy)propan-2-yl)carbamate), Cl.C(C)(=O)OCC (hydrogen chloride ethyl acetate). Conditions: time 10 minute. Yields the product C1(CC1)COC1=C(C=C(C=C1OC)C=1OC2=C(C=NC(=C2)OC[C@H](C)NC(C)=O)N1)F (N-((2S)-1-((2-(4-(cyclopropylmethoxy)-3-fluoro-5-methoxyphenyl)[1,3]oxazolo[4,5-c]pyridin-6-yl)oxy)propan-2-yl)acetamide). As a reaction SMILES: [CH:1]1([CH2:4][O:5][C:6]2[C:11]([O:12][CH3:13])=[CH:10][C:9]([C:14]3[O:15][C:16]4[CH:21]=[C:20]([O:22][CH2:23][C@@H:24]([NH:26][C:27](=O)[O:28]C(C)(C)C)[CH3:25])[N:19]=[CH:18][C:17]=4[N:34]=3)=[CH:8][C:7]=2[F:35])[CH2:3][CH2:2]1.Cl.[C:37](OCC)(=O)C>>[CH:1]1([CH2:4][O:5][C:6]2[C:11]([O:12][CH3:13])=[CH:10][C:9]([C:14]3[O:15][C:16]4[CH:21]=[C:20]([O:22][CH2:23][C@@H:24]([NH:26][C:27](=[O:28])[CH3:37])[CH3:25])[N:19]=[CH:18][C:17]=4[N:34]=3)=[CH:8][C:7]=2[F:35])[CH2:3][CH2:2]1 |f:1.2|. Reported procedure: To tert-butyl ((2S)-1-((2-(4-(cyclopropylmethoxy)-3-fluoro-5-methoxyphenyl) [1,3]oxazolo[4,5-c]pyridin-6-yl)oxy)propan-2-yl)carbamate (1.35 g) was added 4 M hydrogen chloride/ethyl acetate (10 mL), and the reaction mixture was stirred at room temperature for 10 min, and concentrated. To the residue were added pyridine (10 mL) and acetic anhydride (10 mL), and the mixture was stirred at room temperature for 15 min. The reaction mixture was concentrated under reduced pressure, and the residue was ...